This data is from the Open Reaction Database (ORD), a public repository of structured organic reaction records. The task is: describe an organic reaction: reactants, conditions, products, and yield The reactants are Br.C(C1=CC=CC=C1)(=O)C=1N(C=CC1)NC (2-benzoyl-1-methylaminopyrrole hydrobromide), C([O-])(O)=O.[Na+] (sodium bicarbonate), BrCC(=O)Br (bromoacetyl bromide). Solvent: ClCCl (dichloromethane), ClCCl (dichloromethane). Yields the product CN(C(CBr)=O)N1C(=CC=C1)C(C1=CC=CC=C1)=O (1-(N-Methyl-bromoacetamido)-2-benzoylpyrrole). The yield is 81.5%. Reaction SMILES: [Br:1][CH2:2][C:3](Br)=[O:4].Br.[C:7]([C:15]1[N:16]([NH:20][CH3:21])[CH:17]=[CH:18][CH:19]=1)(=[O:14])[C:8]1[CH:13]=[CH:12][CH:11]=[CH:10][CH:9]=1.C(=O)(O)[O-].[Na+]>ClCCl>[CH3:21][N:20]([N:16]1[CH:17]=[CH:18][CH:19]=[C:15]1[C:7](=[O:14])[C:8]1[CH:9]=[CH:10][CH:11]=[CH:12][CH:13]=1)[C:3](=[O:4])[CH2:2][Br:1] |f:1.2,3.4|. Procedure details: A solution of bromoacetyl bromide (8.47 g, 42 mmol) in 30 ml of dichloromethane was added over 30 minutes to a stirred slurry containing 2-benzoyl-1-methylaminopyrrole hydrobromide (14.9 g, 54.7 mmol) and sodium bicarbonate (5.9 g, 71 mmol) in 150 ml of dichloromethane. After 22 hours at room temperature the mixture was quenched with 150 ml of crushed ice and the layers were separated. The organic layer was washed with water, dried over anhydrous MgSO4, filtered and evaporated. The residual oil ... The reactants are C(C)(C)(C)OC(=O)N1CCN(CC1)C=1C=NC(=CC1)NC=1N=CC2=C(N1)N(C(C(=C2)CC2=CC=CC=C2)=O)C2CCCC2 (4-[6-(6-Benzyl-8-cyclopentyl-7-oxo-7,8-dihydro-pyrido[2,3-d]pyrimidin-2-ylamino)-pyridin-3-yl]-piperazine-1-carboxylic acid tert-butyl ester), C(Cl)(Cl)Cl (chloroform). Reaction conditions: time 3 hour. Yields the product Cl.C(C1=CC=CC=C1)C1=CC2=C(N=C(N=C2)NC2=NC=C(C=C2)N2CCNCC2)N(C1=O)C1CCCC1 (6-benzyl-8-cyclopentyl-2-(5-piperazin-1-yl-pyridin-2-ylamino)-8H-pyrido[2,3-d]pyrimidin-7-one hydrochloride). RXN SMILES: C(OC([N:8]1[CH2:13][CH2:12][N:11]([C:14]2[CH:15]=[N:16][C:17]([NH:20][C:21]3[N:22]=[CH:23][C:24]4[CH:30]=[C:29]([CH2:31][C:32]5[CH:37]=[CH:36][CH:35]=[CH:34][CH:33]=5)[C:28](=[O:38])[N:27]([CH:39]5[CH2:43][CH2:42][CH2:41][CH2:40]5)[C:25]=4[N:26]=3)=[CH:18][CH:19]=2)[CH2:10][CH2:9]1)=O)(C)(C)C.C(Cl)(Cl)[Cl:45]>>[ClH:45].[CH2:31]([C:29]1[C:28](=[O:38])[N:27]([CH:39]2[CH2:40][CH2:41][CH2:42][CH2:43]2)[C:25]2[N:26]=[C:21]([NH:20][C:17]3[CH:18]=[CH:19][C:14]([N:11]4[CH2:10][CH2:9][NH:8][CH2:13][CH2:12]4)=[CH:15][N:16]=3)[N:22]=[CH:23][C:24]=2[CH:30]=1)[C:32]1[CH:37]=[CH:36][CH:35]=[CH:34][CH:33]=1 |f:2.3|. Procedure details: 4-[6-(6-Benzyl-8-cyclopentyl-7-oxo-7,8-dihydro-pyrido[2,3-d]pyrimidin-2-ylamino)-pyridin-3-yl]-piperazine-1-carboxylic acid tert-butyl ester (0.21 g, 0.36 mmol) prepared as in Example 23, was dissolved in 1:1 chloroform:methanol (15 ml), purged with anhydrous hydrogen chloride gas and stoppered for 3 hours. The mixture was poured into diethyl ether (50 ml) to give a precipitate which was filtered and dried in vacuo to provide 6-benzyl-8-cyclopentyl-2-(5-piperazin-1-yl-pyridin-2-ylamino)-8H-pyrid...